From a dataset of the Open Reaction Database (ORD), a public repository of structured organic reaction records. describe an organic reaction: reactants, conditions, products, and yield Starting materials: C1COCCN1, CCO, CO, C[O-], [Na+]. Yields the product C1CN(CC2CO2)CCO1. Reaction SMILES: [CH2:1]1[CH2:2][O:3][CH2:4][CH2:5][NH:6]1.[CH3:12][CH2:13][OH:14].[CH3:7][OH:8].[CH3:9][O-:10].[Na+:11]>>[CH2:1]1[CH2:2][O:3][CH2:4][CH2:5][N:6]1[CH2:7][CH:12]1[CH2:13][O:14]1. Starting materials: O=C1CCC(=O)N1Br, ClC(Cl)(Cl)Cl, CCOC(=O)CCN1C(=O)c2ccc(C)cc2C1=O, CC(C)(C#N)N=NC(C)(C)C#N. The product is CCOC(=O)CCN1C(=O)c2ccc(CBr)cc2C1=O. As a reaction SMILES: [Br:20][N:21]1[C:22](=[O:23])[CH2:24][CH2:25][C:26]1=[O:27].[C:40]([Cl:41])([Cl:42])([Cl:43])[Cl:44].[CH3:1][c:2]1[cH:3][c:4]2[c:8]([cH:9][cH:10]1)[C:7](=[O:11])[N:6]([CH2:12][CH2:13][C:14](=[O:15])[O:16][CH2:17][CH3:18])[C:5]2=[O:19].[N:28]#[C:29][C:30]([N:31]=[N:32][C:33]([C:34]#[N:35])([CH3:36])[CH3:37])([CH3:38])[CH3:39]>>[CH2:1]([c:2]1[cH:3][c:4]2[c:8]([cH:9][cH:10]1)[C:7](=[O:11])[N:6]([CH2:12][CH2:13][C:14](=[O:15])[O:16][CH2:17][CH3:18])[C:5]2=[O:19])[Br:20]. Starting materials: C(CC)C=1SC(=CN1)CC(=O)OCC (ethyl 2-propyl-5-thiazole acetate), [OH-].[K+] (potassium hydroxide). Run in CO (methanol). Run at time 1 hour. The product is C(CC)C=1SC(=CN1)CC(=O)O (2-propyl-5-thiazole-acetic acid). Yield: 67.0%. Reaction SMILES: [CH2:1]([C:4]1[S:5][C:6]([CH2:9][C:10]([O:12]CC)=[O:11])=[CH:7][N:8]=1)[CH2:2][CH3:3].[OH-].[K+]>CO>[CH2:1]([C:4]1[S:5][C:6]([CH2:9][C:10]([OH:12])=[O:11])=[CH:7][N:8]=1)[CH2:2][CH3:3] |f:1.2|. Procedure: A mixture of 2.13 g of ethyl 2-propyl-5-thiazole acetate, 11 ml of methanol and 1.1 ml of potassium hydroxide was stirred for 1 hour under a nitrogen atmosphere at room temperature and the methanol was distilled under reduced pressure. The residue was dissolved in 5 ml of water and 2 ml of concentrated hydrochloric acid and then 2.1 g of sodium acetate were added thereto. The mixture was extracted with methylene chloride and the organic extracts were dried and evaporated to dryness. The residue ... The reactants are c1cc2c3c(c[nH]c3c1)CC1NCCCC21, ClCCl, CC#N, C[N+](=O)[O-], O=S(=O)(Cl)Cl. Product: Clc1[nH]c2cccc3c2c1CC1NCCCC31. Reaction SMILES: [CH2:1]1[CH2:2][NH:3][CH:4]2[CH2:5][c:6]3[cH:7][nH:8][c:9]4[cH:10][cH:11][cH:12][c:13]([c:16]34)[CH:14]2[CH2:15]1.[CH2:29]([Cl:30])[Cl:31].[CH3:17][C:18]#[N:19].[N+:20]([CH3:21])([O-:22])=[O:23].[S:24]([Cl:25])(=[O:26])([Cl:27])=[O:28]>>[CH2:1]1[CH2:2][NH:3][CH:4]2[CH2:5][c:6]3[c:7]([Cl:27])[nH:8][c:9]4[cH:10][cH:11][cH:12][c:13]([c:16]34)[CH:14]2[CH2:15]1. Product: COc1ccc(C(=O)CCC(=O)O)cc1Cl. As a reaction SMILES: [Cl-:22].[ClH:32].[Cu+2:39].[N:17]([O-:18])=[O:19].[NH2:1][c:2]1[cH:3][c:4]([C:5](=[O:6])[CH2:7][CH2:8][C:9](=[O:10])[OH:11])[cH:12][cH:13][c:14]1[O:15][CH3:16].[Na+:20].[Na+:21].[Na+:30].[Na+:31].[OH2:33].[S:23]([S:24]([O-:25])=[O:26])([O-:27])(=[O:28])=[O:29].[S:34]([O-:35])([O-:36])(=[O:37])=[O:38]>>[c:2]1([Cl:22])[cH:3][c:4]([C:5](=[O:6])[CH2:7][CH2:8][C:9](=[O:10])[OH:11])[cH:12][cH:13][c:14]1[O:15][CH3:16]. The reactants are [Cl-], Cl, [Cu+2], O=N[O-], COc1ccc(C(=O)CCC(=O)O)cc1N, [Na+], [Na+], [Na+], [Na+], O, O=S([O-])S(=O)(=O)[O-], O=S(=O)([O-])[O-]. The reactants are CCOC(=O)COc1ccc(OCC=C(c2ccc(Cl)cc2)c2ccc(Cl)cc2)cc1, CCO, [Na+], [OH-]. Yields the product O=C(O)COc1ccc(OCC=C(c2ccc(Cl)cc2)c2ccc(Cl)cc2)cc1. RXN SMILES: [CH2:1]([CH3:2])[O:3][C:4]([CH2:5][O:6][c:7]1[cH:8][cH:9][c:10]([O:13][CH2:14][CH:15]=[C:16]([c:17]2[cH:18][cH:19][c:20]([Cl:23])[cH:21][cH:22]2)[c:24]2[cH:25][cH:26][c:27]([Cl:30])[cH:28][cH:29]2)[cH:11][cH:12]1)=[O:31].[CH3:34][CH2:35][OH:36].[Na+:33].[OH-:32]>>[O:3]=[C:4]([CH2:5][O:6][c:7]1[cH:8][cH:9][c:10]([O:13][CH2:14][CH:15]=[C:16]([c:17]2[cH:18][cH:19][c:20]([Cl:23])[cH:21][cH:22]2)[c:24]2[cH:25][cH:26][c:27]([Cl:30])[cH:28][cH:29]2)[cH:11][cH:12]1)[OH:31].